From a dataset of the Open Reaction Database (ORD), a public repository of structured organic reaction records. describe an organic reaction: reactants, conditions, products, and yield Reactants: ClC1=CC=C(C=C1)C(C(=O)O)(C)C (2-(4-chlorophenyl)-2-methylpropanoic acid), NCCCN1CCC(CC1)C=1C=C(C=CC1C)NC(C(C)C)=O (N-{3-[1-(3-aminopropyl)-4-piperidinyl]-4-methylphenyl}-2-methylpropanamide). The product is ClC1=CC=C(C=C1)C(C(=O)NCCCN1CCC(CC1)C1=C(C=CC(=C1)NC(C(C)C)=O)C)(C)C (2-(4-CHLOROPHENYL)-N-(3-{4-[5-(ISOBUTYRYLAMINO)-2-METHYLPHENYL]-1-PIPERIDINYL}PROPYL)-2-METHYLPROPANAMIDE). Reaction SMILES: [Cl:1][C:2]1[CH:7]=[CH:6][C:5]([C:8]([CH3:13])([CH3:12])[C:9]([OH:11])=O)=[CH:4][CH:3]=1.[NH2:14][CH2:15][CH2:16][CH2:17][N:18]1[CH2:23][CH2:22][CH:21]([C:24]2[CH:25]=[C:26]([NH:31][C:32](=[O:36])[CH:33]([CH3:35])[CH3:34])[CH:27]=[CH:28][C:29]=2[CH3:30])[CH2:20][CH2:19]1>>[Cl:1][C:2]1[CH:3]=[CH:4][C:5]([C:8]([CH3:13])([CH3:12])[C:9]([NH:14][CH2:15][CH2:16][CH2:17][N:18]2[CH2:23][CH2:22][CH:21]([C:24]3[CH:25]=[C:26]([NH:31][C:32](=[O:36])[CH:33]([CH3:35])[CH3:34])[CH:27]=[CH:28][C:29]=3[CH3:30])[CH2:20][CH2:19]2)=[O:11])=[CH:6][CH:7]=1. Reported procedure: Example 91 was prepared from 2-(4-chlorophenyl)-2-methylpropanoic acid and N-{3-[1-(3-aminopropyl)-4-piperidinyl]-4-methylphenyl}-2-methylpropanamide according to the procedures described in Scheme 10: 1H NMR (400 MHz, CDCl3) δ 7.41–7.27 (m, 7H), 7.09 (d, 1H, J=8.0 Hz), 6.59 (brs, 1H), 3.34 (dd, 2H, J=6.4, 12.0 Hz), 2.93 (d, 2H, J=11.6 Hz), 2.64 (m, 1H), 2.54 (m, 1H), 2.37 (t, 2H, J=6.4 Hz), 2.28 (s, 3H), 1.98 (t, 2H, J=12.4 Hz), 1.71–1.64 (m, 4H), 1.59 (s, 6H), 1.61–1.55 (m, 2H), 1.28 (d, 6H, J... Reactants: C(C)(C)OC(C)C (diisopropyl ether), NC=1C(=C(C=CC1F)N1C=C(C(C2=CC(=C(N=C12)N1C[C@H](CC1)N)F)=O)C(=O)O)F (1-(3-amino-2,4-difluorophenyl)-7-[(3S)-3-aminopyrrolidin-1-yl]-6-fluoro-4-oxo-1,4-dihydro-1,8-naphthyridine-3-carboxylic acid), O.C1(=CC=C(C=C1)S(=O)(=O)O)C (p-toluenesulfonic acid hydrate). The solvent is CN(C=O)C (N,N-dimethylformamide). Run at time 5 minute. Yields the product C(C)(C)OC(C)C (diisopropyl ether), C1(=CC=C(C=C1)S(=O)(=O)O)C.NC=1C(=C(C=CC1F)N1C=C(C(C2=CC(=C(N=C12)N1C[C@H](CC1)N)F)=O)C(=O)O)F (1-(3-amino-2,4-difluorophenyl)-7-[(3S)-3-aminopyrrolidin-1-yl]-6-fluoro-4-oxo-1,4-dihydro-1,8-naphthyridine-3-carboxylic acid p-toluenesulfonic acid salt). As a reaction SMILES: [NH2:1][C:2]1[C:3]([F:30])=[C:4]([N:9]2[C:18]3[C:13](=[CH:14][C:15]([F:25])=[C:16]([N:19]4[CH2:23][CH2:22][C@H:21]([NH2:24])[CH2:20]4)[N:17]=3)[C:12](=[O:26])[C:11]([C:27]([OH:29])=[O:28])=[CH:10]2)[CH:5]=[CH:6][C:7]=1[F:8].O.[C:32]1([CH3:42])[CH:37]=[CH:36][C:35]([S:38]([OH:41])(=[O:40])=[O:39])=[CH:34][CH:33]=1.[CH:43]([O:46][CH:47]([CH3:49])[CH3:48])([CH3:45])[CH3:44]>CN(C)C=O>[CH:43]([O:46][CH:47]([CH3:49])[CH3:48])([CH3:45])[CH3:44].[C:32]1([CH3:42])[CH:33]=[CH:34][C:35]([S:38]([OH:41])(=[O:39])=[O:40])=[CH:36][CH:37]=1.[NH2:1][C:2]1[C:3]([F:30])=[C:4]([N:9]2[C:18]3[C:13](=[CH:14][C:15]([F:25])=[C:16]([N:19]4[CH2:23][CH2:22][C@H:21]([NH2:24])[CH2:20]4)[N:17]=3)[C:12](=[O:26])[C:11]([C:27]([OH:29])=[O:28])=[CH:10]2)[CH:5]=[CH:6][C:7]=1[F:8] |f:1.2,6.7|. Reported procedure: To 300 mg of N,N-dimethylformamide were added 100 mg of 1-(3-amino-2,4-difluorophenyl)-7-[(3S)-3-aminopyrrolidin-1-yl]-6-fluoro-4-oxo-1,4-dihydro-1,8-naphthyridine-3-carboxylic acid and 55 mg of p-toluenesulfonic acid hydrate. The mixture was stirred for about 5 minutes. The homogenized solution was combined with 8 ml of diisopropyl ether, stirred, and allowed to stand. The supernatant was removed by decantation. The remainder was combined with 1 ml of ethanol, heated at reflux for 2 minutes, an... Starting materials: N1C2=C(N=CC1)N(C=C2)C#CC=2C=C(C(=O)NC1=CC(=C(C=C1)CN1CCN(CC1)C)C(F)(F)F)C=CC2C (3-((1H-pyrrolo[2,3-b]pyrazin-5-yl)ethynyl)-4-methyl-N-[4-((4-methylpiperazin-1-yl)methyl)-3-trifluoromethylphenyl]benzamide), Cl (hydrogen chloride). Run in C(C)(=O)OCC (ethyl acetate), CO (methanol). Run at time 3 hour. Yields the product Cl.N1C2=C(N=CC1)N(C=C2)C#CC=2C=C(C(=O)NC1=CC(=C(C=C1)CN1CCN(CC1)C)C(F)(F)F)C=CC2C (3-((1H-pyrrolo[2,3-b]pyrazin-5-yl)ethynyl)-4-methyl-N-[4-((4-methylpiperazin-1-yl)methyl)-3-trifluoromethylphenyl]benzamide hydrochloride). RXN SMILES: [NH:1]1[CH2:6][CH:5]=[N:4][C:3]2[N:7]([C:10]#[C:11][C:12]3[CH:13]=[C:14]([CH:36]=[CH:37][C:38]=3[CH3:39])[C:15]([NH:17][C:18]3[CH:23]=[CH:22][C:21]([CH2:24][N:25]4[CH2:30][CH2:29][N:28]([CH3:31])[CH2:27][CH2:26]4)=[C:20]([C:32]([F:35])([F:34])[F:33])[CH:19]=3)=[O:16])[CH:8]=[CH:9][C:2]1=2.[ClH:40]>CO.C(OCC)(=O)C>[ClH:40].[NH:1]1[CH2:6][CH:5]=[N:4][C:3]2[N:7]([C:10]#[C:11][C:12]3[CH:13]=[C:14]([CH:36]=[CH:37][C:38]=3[CH3:39])[C:15]([NH:17][C:18]3[CH:23]=[CH:22][C:21]([CH2:24][N:25]4[CH2:26][CH2:27][N:28]([CH3:31])[CH2:29][CH2:30]4)=[C:20]([C:32]([F:35])([F:34])[F:33])[CH:19]=3)=[O:16])[CH:8]=[CH:9][C:2]1=2 |f:4.5|. Reported procedure: The compound (3-((1H-pyrrolo[2,3-b]pyrazin-5-yl)ethynyl)-4-methyl-N-[4-((4-methylpiperazin-1-yl)methyl)-3-trifluoromethylphenyl]benzamide) (30 mg) prepared in Example 3 was weighed, dissolved in 5 ml methanol, and a solution of hydrogen chloride in ethyl acetate was added dropwise to a pH of about 3. The mixture was stirred at room temperature for 3 hours. The volatiles were evaporated under reduced pressure, and the residue was dried under vacuum at 50° C. for 5 hours, to give the title compoun...